Dataset: the Open Reaction Database (ORD), a public repository of structured organic reaction records. Task: describe an organic reaction: reactants, conditions, products, and yield Reactants: CC1=C(N=C(O1)C1=CC=CC=C1)COC=1C=CC2=C(C=C(O2)/C=C/C(=O)OCC)C1 ((E)-ethyl 3-[5-(5-methyl-2-phenyl-4-oxazolylmethoxy)-2-benzofuranyl]acrylate), [H-].C(C(C)C)[Al+]CC(C)C (diisobutylaluminum hydride). The product is CC1=C(N=C(O1)C1=CC=CC=C1)COC=1C=CC2=C(C=C(O2)/C=C/CO)C1 ((E)-3-[5-(5-methyl-2-phenyl-4-oxazolylmethoxy)-2-benzofuranyl]-2-propen-1-ol). Isolated yield 90.0%. RXN SMILES: [CH3:1][C:2]1[O:6][C:5]([C:7]2[CH:12]=[CH:11][CH:10]=[CH:9][CH:8]=2)=[N:4][C:3]=1[CH2:13][O:14][C:15]1[CH:16]=[CH:17][C:18]2[O:22][C:21](/[CH:23]=[CH:24]/[C:25](OCC)=[O:26])=[CH:20][C:19]=2[CH:30]=1.[H-].C([Al+]CC(C)C)C(C)C>>[CH3:1][C:2]1[O:6][C:5]([C:7]2[CH:12]=[CH:11][CH:10]=[CH:9][CH:8]=2)=[N:4][C:3]=1[CH2:13][O:14][C:15]1[CH:16]=[CH:17][C:18]2[O:22][C:21](/[CH:23]=[CH:24]/[CH2:25][OH:26])=[CH:20][C:19]=2[CH:30]=1 |f:1.2|. Reported procedure: In the same manner as in Reference Example 11, (E)-ethyl 3-[5-(5-methyl-2-phenyl-4-oxazolylmethoxy)-2-benzofuranyl]acrylate was reduced with diisobutylaluminum hydride to yield (E)-3-[5-(5-methyl-2-phenyl-4-oxazolylmethoxy)-2-benzofuranyl]-2-propen-1-ol (yield 90%), which was then recrystallized from ethyl acetate-hexane to yield colorless prisms having a melting point of 145° to 146° C. The product is CC(C)CC(NC(C)C)C(=O)O. Reaction SMILES: [CH3:10][C:11]([CH3:12])=[O:13].[CH3:1][CH:2]([CH3:3])[CH2:4][CH:5]([NH2:6])[C:7]([OH:8])=[O:9].[OH2:14]>>[CH3:1][CH:2]([CH3:3])[CH2:4][CH:5]([NH:6][CH:11]([CH3:10])[CH3:12])[C:7]([OH:8])=[O:9]. Reactants: CC(C)=O, CC(C)CC(N)C(=O)O, O. As a reaction SMILES: [CH3:1][C:2]1[CH:3]=[CH:4][C:5]([C:8]2[CH:9]=[C:10]([CH:15]=[C:16]([S:18]([CH3:21])(=[O:20])=[O:19])[CH:17]=2)[C:11]([O:13]C)=[O:12])=[N:6][CH:7]=1.O.O.O.O.O.O.O.O.[OH-].[Ba+2].[OH-].Cl>CO>[CH3:1][C:2]1[CH:3]=[CH:4][C:5]([C:8]2[CH:9]=[C:10]([CH:15]=[C:16]([S:18]([CH3:21])(=[O:20])=[O:19])[CH:17]=2)[C:11]([OH:13])=[O:12])=[N:6][CH:7]=1 |f:1.2.3.4.5.6.7.8.9.10.11|. Starting materials: BaCl2, CC=1C=CC(=NC1)C=1C=C(C(=O)OC)C=C(C1)S(=O)(=O)C (methyl 3-(5-methylpyridin-2-yl)-5-(methylsulfonyl)benzoate), O.O.O.O.O.O.O.O.[OH-].[Ba+2].[OH-] (barium hydroxide octahydrate), Cl (HCl). Product: CC=1C=CC(=NC1)C=1C=C(C(=O)O)C=C(C1)S(=O)(=O)C (3-(5-Methylpyridin-2-yl)-5-(methylsulfonyl)benzoic acid). Procedure: Into a round-bottom flask were charged methyl 3-(5-methylpyridin-2-yl)-5-(methylsulfonyl)benzoate (0.60 g, 1.96 mmol), barium hydroxide octahydrate (1.23 g, 3.90 mmol) and methanol (50 mL). The mixture was stirred at room temperature until the completion of the reaction. The mixture was acidified with HCl (2M ethyl ether solution, 20 mL). The mixture was concentrated to afford a mixture of the desired product and BaCl2 as a white solid (1.4 g, 40% purity). LC-MS: 291.5 [M+1]; 1H NMR (400 MHz, DM... Solvent: CO (methanol).